Dataset: the Open Reaction Database (ORD), a public repository of structured organic reaction records. Task: describe an organic reaction: reactants, conditions, products, and yield Starting materials: ClC=1C=CC2=C(NC(=N2)C=2N=NC(=CC2)N2CCNCC2)C1 (6-chloro-2-(6-piperazin-1-yl-pyridazin-3-yl)-1H-benzoimidazole), FC(C1=C(C(=O)Cl)C=CC=C1)(F)F (2-trifluoromethyl-benzoyl chloride). As a reaction SMILES: [Cl:1][C:2]1[CH:3]=[CH:4][C:5]2[N:9]=[C:8]([C:10]3[N:11]=[N:12][C:13]([N:16]4[CH2:21][CH2:20][NH:19][CH2:18][CH2:17]4)=[CH:14][CH:15]=3)[NH:7][C:6]=2[CH:22]=1.[F:23][C:24]([F:35])([F:34])[C:25]1[CH:33]=[CH:32][CH:31]=[CH:30][C:26]=1[C:27](Cl)=[O:28]>>[Cl:1][C:2]1[CH:3]=[CH:4][C:5]2[N:9]=[C:8]([C:10]3[N:11]=[N:12][C:13]([N:16]4[CH2:17][CH2:18][N:19]([C:27]([C:26]5[CH:30]=[CH:31][CH:32]=[CH:33][C:25]=5[C:24]([F:23])([F:34])[F:35])=[O:28])[CH2:20][CH2:21]4)=[CH:14][CH:15]=3)[NH:7][C:6]=2[CH:22]=1. Reported procedure: Following the procedure as described in Example 6, making variations only as required to use 6-chloro-2-(6-piperazin-1-yl-pyridazin-3-yl)-1H-benzoimidazole in place of 2-(6-piperazin-1-ylpyridin-3-yl)-1H-benzoimidazole to react with 2-trifluoromethyl-benzoyl chloride, the title compound was obtained as a white powder in 24% yield (0.118 g). 1H NMR (300 MHz, CDCl3) δ 13.4 (m, 1H), 8.15 (d, J=9.5 Hz, 1H), 7.82 (d, J=7.8 Hz, 1H), 7.76 (t, J=7.5 Hz, 1H), 7.70-7.63 (m, 2H), 7.54 (d, J=7.5 Hz, 1H), 7.... Isolated yield 24.0%. Product: ClC=1C=CC2=C(NC(=N2)C2=CC=C(N=N2)N2CCN(CC2)C(=O)C2=C(C=CC=C2)C(F)(F)F)C1 ({4-[6-(6-chloro-1H-benzoimidazol-2-yl)pyridazin-3-YL]-piperazin-1-yl}-(2-trifluoromethylphenyl)methanone). Starting materials: [OH-].[Li+] (lithium hydroxide), FC=1C=CC(=C(C1)/C=C/C(CCC1=CC=C(C(=O)OC)C=C1)CCC1=CC=C(C=C1)C(=O)OC)OCCCN1C(CCC1)=O (methyl 4-[(4E)-5-{5-fluoro-2-[3-(2-oxopyrrolidin-1-yl)propoxy]phenyl}-3-{2-[4-(methoxycarbonyl)-phenyl]ethyl}pent-4-en-1-yl]benzoate), Cl (hydrochloric acid). Run in C1CCOC1 (THF), O (water). Reaction conditions: temperature 50 celsius, time 12 hour. Yields the product C(=O)(O)C1=CC=C(C=C1)CCC(CCC1=CC=C(C(=O)O)C=C1)\C=C\C1=C(C=CC(=C1)F)OCCCN1C(CCC1)=O (4-[(4E)-3-[2-(4-Carboxyphenyl)ethyl]-5-{5-fluoro-2-[3-(2-oxopyrrolidin-1-yl)propoxy]phenyl}-pent-4-en-1-yl]benzoic acid). Reaction SMILES: [OH-].[Li+].[F:3][C:4]1[CH:5]=[CH:6][C:7]([O:37][CH2:38][CH2:39][CH2:40][N:41]2[CH2:45][CH2:44][CH2:43][C:42]2=[O:46])=[C:8](/[CH:10]=[CH:11]/[CH:12]([CH2:25][CH2:26][C:27]2[CH:32]=[CH:31][C:30]([C:33]([O:35]C)=[O:34])=[CH:29][CH:28]=2)[CH2:13][CH2:14][C:15]2[CH:24]=[CH:23][C:18]([C:19]([O:21]C)=[O:20])=[CH:17][CH:16]=2)[CH:9]=1.Cl>C1COCC1.O>[C:19]([C:18]1[CH:17]=[CH:16][C:15]([CH2:14][CH2:13][CH:12](/[CH:11]=[CH:10]/[C:8]2[CH:9]=[C:4]([F:3])[CH:5]=[CH:6][C:7]=2[O:37][CH2:38][CH2:39][CH2:40][N:41]2[CH2:45][CH2:44][CH2:43][C:42]2=[O:46])[CH2:25][CH2:26][C:27]2[CH:28]=[CH:29][C:30]([C:33]([OH:35])=[O:34])=[CH:31][CH:32]=2)=[CH:24][CH:23]=1)([OH:21])=[O:20] |f:0.1|. Reported procedure: 18 mg (0.75 mmol) of lithium hydroxide are added to a solution of 150 mg (0.25 mmol) of methyl 4-[(4E)-5-{5-fluoro-2-[3-(2-oxopyrrolidin-1-yl)propoxy]phenyl}-3-{2-[4-(methoxycarbonyl)-phenyl]ethyl}pent-4-en-1-yl]benzoate in 10 ml of THF and 10 ml of water, and the mixture is stirred at 50° C. for 12 h. The mixture is then adjusted to pH 2 using 1 M hydrochloric acid and concentrated. The residue obtained is purified directly by preparative HPLC. This gives 130 mg (content 96%, 0.22 mmol, 87% of ... Reactants: Cc1cc(NCCOCCCc2cccnc2)c([N+](=O)[O-])c(Oc2ccccc2)n1, Cc1ccccc1. Yields the product Cc1cc(NCCOCCCc2cccnc2)c(N)c(Oc2ccccc2)n1. As a reaction SMILES: [CH3:1][c:2]1[cH:3][c:4]([NH:18][CH2:19][CH2:20][O:21][CH2:22][CH2:23][CH2:24][c:25]2[cH:26][n:27][cH:28][cH:29][cH:30]2)[c:5]([N+:15]([O-:16])=[O:17])[c:6]([O:8][c:9]2[cH:10][cH:11][cH:12][cH:13][cH:14]2)[n:7]1.[CH3:31][c:32]1[cH:33][cH:34][cH:35][cH:36][cH:37]1>>[CH3:1][c:2]1[cH:3][c:4]([NH:18][CH2:19][CH2:20][O:21][CH2:22][CH2:23][CH2:24][c:25]2[cH:26][n:27][cH:28][cH:29][cH:30]2)[c:5]([NH2:15])[c:6]([O:8][c:9]2[cH:10][cH:11][cH:12][cH:13][cH:14]2)[n:7]1.